This data is from the Open Reaction Database (ORD), a public repository of structured organic reaction records. The task is: describe an organic reaction: reactants, conditions, products, and yield The reactants are C1(=CC=CC=C1)C#C (Phenylethyne), [Si](C)(C)(C)N=[N+]=[N-] (Me3SiN3), CCCCCC (hexane). Run in CCOCC (Et2O), CCOCC (Et2O). Conditions: temperature 150 celsius. Product: C1(=CC=CC=C1)C=1N=NNC1 (4-phenyl-1,2,3-triazole). Isolated yield 76.3%. RXN SMILES: [C:1]1([C:7]#[CH:8])[CH:6]=[CH:5][CH:4]=[CH:3][CH:2]=1.[Si]([N:13]=[N+:14]=[N-:15])(C)(C)C.CCCCCC>CCOCC>[C:1]1([C:7]2[N:13]=[N:14][NH:15][CH:8]=2)[CH:6]=[CH:5][CH:4]=[CH:3][CH:2]=1. Procedure: ##STR9## Phenylethyne (12.0 g) and Me3SiN3 (7.8 g) were sealed into a heavy-walled glass reactor at -70° C. and 0.6 mm Hg. The mixture was heated at 150° C. for 10 hrs., cooled, and dissolved in Et2O. The Et2O was treated exactly as in Example 2, reduced to 100 ml total volume, a little hexane added and chilled in a refrigerator overnight. Filtration gave 7.5 g (76%) white crystals mp 146.9-149.0.